Dataset: the Open Reaction Database (ORD), a public repository of structured organic reaction records. Task: describe an organic reaction: reactants, conditions, products, and yield The reactants are COC(=O)OC(C)Cl, CCCC[O-], C=C(C)C(=O)O, [K], CN(C)C=O. Yields the product C=C(C)C(=O)OC(C)OC(=O)OC. As a reaction SMILES: [C:13]([O:14][CH3:15])([O:16][CH:17]([CH3:18])[Cl:19])=[O:20].[CH3:2][CH2:3][CH2:4][CH2:5][O-:6].[CH3:7][C:8](=[CH2:9])[C:10]([OH:11])=[O:12].[K:1].[O:21]=[CH:22][N:23]([CH3:24])[CH3:25]>>[CH3:7][C:8](=[CH2:9])[C:10](=[O:11])[O:12][CH:17]([O:16][C:13]([O:14][CH3:15])=[O:20])[CH3:18]. Reactants: CC(=O)O, Cl, CCOC(=O)c1cc(=O)c2c(o1)c1ccccc1n2-c1ccccc1, O. Yields the product O=C(O)c1cc(=O)c2c(o1)c1ccccc1n2-c1ccccc1. As a reaction SMILES: [CH3:27][C:28](=[O:29])[OH:30].[ClH:31].[O:1]=[c:2]1[cH:3][c:4]([C:21](=[O:22])[O:23][CH2:24][CH3:25])[o:5][c:6]2[c:7]1[n:8](-[c:15]1[cH:16][cH:17][cH:18][cH:19][cH:20]1)[c:9]1[cH:10][cH:11][cH:12][cH:13][c:14]21.[OH2:26]>>[O:1]=[c:2]1[cH:3][c:4]([C:21](=[O:22])[OH:23])[o:5][c:6]2[c:7]1[n:8](-[c:15]1[cH:16][cH:17][cH:18][cH:19][cH:20]1)[c:9]1[cH:10][cH:11][cH:12][cH:13][c:14]21. Starting materials: [H-].[K+] (Potassium hydride), [K] (potassium), ClC=1C=C(C=CC1)C1(CCN(CC1)C)C(O)C (4-(3′-chlorophenyl)-α, 1-dimethyl-4-piperidinemethanol), CI (methyl iodide). The solvent is CCCCCC (hexane), O1CCCC1 (tetrahydro-furan), CN(C=O)C (dimethyl formamide), CO (Methanol), O1CCCC1 (tetrahydrofuran), C(Cl)(Cl)Cl (chloroform), O (Water). Reaction conditions: time 1 hour. The product is ClC=1C=C(C=CC1)C1(CCN(CC1)C)COC (4-(3′-Chlorophenyl)-4-(1-methoxymethyl)-1-methylpiperidine). The yield is 97.0%. As a reaction SMILES: [H-].[K+].[Cl:3][C:4]1[CH:5]=[C:6]([C:10]2([CH:17](C)[OH:18])[CH2:15][CH2:14][N:13]([CH3:16])[CH2:12][CH2:11]2)[CH:7]=[CH:8][CH:9]=1.[CH3:20]I.[K]>CCCCCC.O1CCCC1.CN(C)C=O.C(Cl)(Cl)Cl.O.CO>[Cl:3][C:4]1[CH:5]=[C:6]([C:10]2([CH2:17][O:18][CH3:20])[CH2:15][CH2:14][N:13]([CH3:16])[CH2:12][CH2:11]2)[CH:7]=[CH:8][CH:9]=1 |f:0.1,^1:21|. Reported procedure: Potassium hydride oil suspension (3.80 g of 35%; 33 mmoles) was washed with hexane, 15 mL of tetrahydro-furan was added, and the suspension was treated with 4.25 g (16 mmoles) of 4-(3′-chlorophenyl)-α, 1-dimethyl-4-piperidinemethanol (Example 1) dissolved in 15 mL of tetrahydrofuran. The mixture was stirred at room temperature for 1 hour; methyl iodide (9.1 g, 64 mmoles) was added which caused the temperature to rise to 50° C. Methanol (5 mL) was added after stirring for 2.75 hours, keeping the ... Reactants: C(C1=CC=CC=C1)O[C@H]1C[C@H](CCC1)O (cis-3-benzyloxycyclohexan-1-ol). Run in C(C)(=O)OC=C (vinyl acetate), C(Cl)Cl (methylene chloride). Run at time 6 hour. The product is C(C1=CC=CC=C1)OC1CC(CCC1)O (3-benzyloxycyclohexan-1-ol). Reaction SMILES: [CH2:1]([O:8][C@@H:9]1[CH2:14][CH2:13][CH2:12][C@H:11]([OH:15])[CH2:10]1)[C:2]1[CH:7]=[CH:6][CH:5]=[CH:4][CH:3]=1>C(OC=C)(=O)C.C(Cl)Cl>[CH2:1]([O:8][CH:9]1[CH2:14][CH2:13][CH2:12][CH:11]([OH:15])[CH2:10]1)[C:2]1[CH:7]=[CH:6][CH:5]=[CH:4][CH:3]=1. Procedure: 20.3 g of cis-3-benzyloxycyclohexan-1-ol were dissolved in 35 ml of vinyl acetate and 125 ml of methylene chloride, admixed with 2.0 g of Novozym 435 and stirred at 20–23° C. for 6 h. After leaving to stand overnight, the enzyme was filtered off. A sample was withdrawn and concentrated by evaporation under reduced pressure. The enantiomeric excess of (1S,3R)-3-benzyloxycyclohexan-1-ol was >99% (HPLC on Chiralpak AD-H 250×4.6; 1 ml/min, 25:1:0.5 heptane/EtOH/CH3CN+0.1% TFA), and the enantiomeric ... The reactants are O (water), S(O)(O)(=O)=O (sulfuric acid), BrC=1C(=C(C#N)C=C(C1F)F)Cl (3-bromo-2-chloro-4,5-difluorobenzonitrile), S(O)(O)(=O)=O (sulfuric acid), ice water. Run at temperature 100 celsius, time 4 hour. Yields the product BrC=1C(=C(C(=O)O)C=C(C1F)F)Cl (3-Bromo-2-chloro-4,5-difluorobenzoic acid). Reaction SMILES: [Br:1][C:2]1[C:3]([Cl:12])=[C:4]([CH:7]=[C:8]([F:11])[C:9]=1[F:10])[C:5]#N.[OH2:13].S(=O)(=O)(O)[OH:15]>>[Br:1][C:2]1[C:3]([Cl:12])=[C:4]([CH:7]=[C:8]([F:11])[C:9]=1[F:10])[C:5]([OH:15])=[O:13]. Procedure: A solution of 3-bromo-2-chloro-4,5-difluorobenzonitrile (9.8 g) in concentrated sulfuric acid (10 ml) was stirred at 100° C. for 35 minutes. After cooling, 18N sulfuric acid (50 ml) and water (10 ml) were added to the reaction mixture. The reaction mixture was stirred at 100° C. for 4 hours and then poured into ice water (300 ml). The resulting precipitate was collected by filtration, washed with water sufficiently and recrystallized from dichloromethane-n-hexane to give the title compound (9.24... The reactants are C(C)OC(C(=O)NC1=CC(=C(OC=2C=C3C(=NN(C3=CC2)C(C(=O)OCC)=O)C(C)C)C(=C1)C)C)=O (ethyl [5-(4-{[ethoxy(oxo)acetyl]amino}-2,6-dimethylphenoxy)-3-isopropyl-1H-indazol-1-yl](oxo)acetate), [O-]CC.[Na+] (sodium ethoxide), [Cl-].[NH4+] (ammonium chloride). Solvent: C(C)O (ethanol). Conditions: time 30 minute. The product is CC=1C=C(C=C(C1OC=1C=C2C(=NNC2=CC1)CCC)C)NC(C(=O)OCC)=O (ethyl ({3,5-dimethyl-4-[(3-propyl-1H-indazol-5-yl)oxy]phenyl}amino)(oxo)-acetate). Yield: 63.0%. As a reaction SMILES: [CH2:1]([O:3][C:4](=[O:36])[C:5]([NH:7][C:8]1[CH:33]=[C:32]([CH3:34])[C:11]([O:12][C:13]2[CH:14]=[C:15]3[C:19](=[CH:20][CH:21]=2)[N:18](C(=O)C(OCC)=O)[N:17]=[C:16]3[CH:29]([CH3:31])C)=[C:10]([CH3:35])[CH:9]=1)=[O:6])[CH3:2].[O-][CH2:38]C.[Na+].[Cl-].[NH4+]>C(O)C>[CH3:35][C:10]1[CH:9]=[C:8]([NH:7][C:5](=[O:6])[C:4]([O:3][CH2:1][CH3:2])=[O:36])[CH:33]=[C:32]([CH3:34])[C:11]=1[O:12][C:13]1[CH:14]=[C:15]2[C:19](=[CH:20][CH:21]=1)[NH:18][N:17]=[C:16]2[CH2:29][CH2:31][CH3:38] |f:1.2,3.4|. Reported procedure: A solution of 56 mg (0.113 mmol) of ethyl [5-(4-{[ethoxy(oxo)acetyl]amino}-2,6-dimethylphenoxy)-3-isopropyl-1H-indazol-1-yl](oxo)acetate in 6 ml of ethanol is treated with a spatula-tipful of sodium ethoxide and stirred at room temperature for 30 min. 5 ml of satd ammonium chloride solution are added, the aqueous phase is extracted 2× with ethyl acetate, and the combined organic phases are washed 1× with water, dried over sodium sulphate and concentrated in vacuo and dried. 28 mc, (63%) of ethyl... Starting materials: C1COCCO1, ClCCl, Cl, CC(C)(C)OC(=O)N1CCN(Cc2ccc(COc3cccc4c3CN(C3CCC(=O)NC3=O)C4=O)cc2)CC1, C1COCCO1. Product: O=C1CCC(N2Cc3c(OCc4ccc(CN5CCNCC5)cc4)cccc3C2=O)C(=O)N1. Reaction SMILES: [CH2:48]1[O:49][CH2:50][CH2:51][O:52][CH2:53]1.[Cl:54][CH2:55][Cl:56].[ClH:41].[O:1]=[C:2]1[NH:3][C:4](=[O:40])[CH2:5][CH2:6][CH:7]1[N:8]1[C:9](=[O:39])[c:10]2[cH:11][cH:12][cH:13][c:14]([O:17][CH2:18][c:19]3[cH:20][cH:21][c:22]([CH2:23][N:24]4[CH2:25][CH2:26][N:27]([C:30]([O:31][C:32]([CH3:33])([CH3:34])[CH3:35])=[O:36])[CH2:28][CH2:29]4)[cH:37][cH:38]3)[c:15]2[CH2:16]1.[O:42]1[CH2:43][CH2:44][O:45][CH2:46][CH2:47]1>>[O:1]=[C:2]1[NH:3][C:4](=[O:40])[CH2:5][CH2:6][CH:7]1[N:8]1[C:9](=[O:39])[c:10]2[cH:11][cH:12][cH:13][c:14]([O:17][CH2:18][c:19]3[cH:20][cH:21][c:22]([CH2:23][N:24]4[CH2:25][CH2:26][NH:27][CH2:28][CH2:29]4)[cH:37][cH:38]3)[c:15]2[CH2:16]1. The reactants are C(C)(C)(C)OC(NC1=C(C=C(C(=C1)N1CCOCC1)C(F)(F)F)N)=O ((2-amino-5-morpholin-4-yl-4-trifluoromethyl-phenyl)-carbamic acid tert-butyl ester), C(C)(C)(C)OC(CC(=O)C1=CC(=CC=C1)C1=CC(=NC=C1)C)=O (3-[3-(2-methyl-pyridin-4-yl)-phenyl]-3-oxo-propionic acid tert-butyl ester). Yields the product C(C)(C)(C)OC(NC1=C(C=C(C(=C1)N1CCOCC1)C(F)(F)F)NC(CC(=O)C1=CC(=CC=C1)C1=CC(=NC=C1)C)=O)=O ((2-{3-[3-(2-Methyl-pyridin-4-yl)-phenyl]-3-oxo-propionylamino}-5-morpholin-4-yl-4-trifluoromethyl-phenyl)-carbamic acid tert-butyl ester), foam. Isolated yield 79.0%. As a reaction SMILES: [C:1]([O:5][C:6](=[O:25])[NH:7][C:8]1[CH:13]=[C:12]([N:14]2[CH2:19][CH2:18][O:17][CH2:16][CH2:15]2)[C:11]([C:20]([F:23])([F:22])[F:21])=[CH:10][C:9]=1[NH2:24])([CH3:4])([CH3:3])[CH3:2].C([O:30][C:31](=O)[CH2:32][C:33]([C:35]1[CH:40]=[CH:39][CH:38]=[C:37]([C:41]2[CH:46]=[CH:45][N:44]=[C:43]([CH3:47])[CH:42]=2)[CH:36]=1)=[O:34])(C)(C)C>>[C:1]([O:5][C:6](=[O:25])[NH:7][C:8]1[CH:13]=[C:12]([N:14]2[CH2:15][CH2:16][O:17][CH2:18][CH2:19]2)[C:11]([C:20]([F:21])([F:22])[F:23])=[CH:10][C:9]=1[NH:24][C:31](=[O:30])[CH2:32][C:33]([C:35]1[CH:40]=[CH:39][CH:38]=[C:37]([C:41]2[CH:46]=[CH:45][N:44]=[C:43]([CH3:47])[CH:42]=2)[CH:36]=1)=[O:34])([CH3:4])([CH3:2])[CH3:3]. Procedure details: The title compound was prepared from (2-amino-5-morpholin-4-yl-4-trifluoromethyl-phenyl)-carbamic acid tert-butyl ester (Example J28) (271 mg, 0.75 mmol) and 3-[3-(2-methyl-pyridin-4-yl)-phenyl]-3-oxo-propionic acid tert-butyl ester (Example K12) (234 mg, 0.75 mmol) according to the general procedure M. Obtained as a light yellow foam (355 mg, 79%). Starting materials: COc1cc2ncnc(C3CCN(C(=O)Cl)CC3)c2cc1OC, CCN(C(C)C)C(C)C, Nc1ccc(N2CCCCCC2)cc1, C1COCCO1. Yields the product COc1cc2ncnc(C3CCN(C(=O)Nc4ccc(N5CCCCCC5)cc4)CC3)c2cc1OC. As a reaction SMILES: [CH3:1][O:2][c:3]1[cH:4][c:5]2[c:6]([CH:15]3[CH2:16][CH2:17][N:18]([C:21](=[O:22])[Cl:23])[CH2:19][CH2:20]3)[n:7][cH:8][n:9][c:10]2[cH:11][c:12]1[O:13][CH3:14].[CH:38]([N:39]([CH2:40][CH3:41])[CH:42]([CH3:43])[CH3:44])([CH3:45])[CH3:46].[N:24]1([c:31]2[cH:32][cH:33][c:34]([NH2:37])[cH:35][cH:36]2)[CH2:25][CH2:26][CH2:27][CH2:28][CH2:29][CH2:30]1.[O:47]1[CH2:48][CH2:49][O:50][CH2:51][CH2:52]1>>[CH3:1][O:2][c:3]1[cH:4][c:5]2[c:6]([CH:15]3[CH2:16][CH2:17][N:18]([C:21](=[O:22])[NH:37][c:34]4[cH:33][cH:32][c:31]([N:24]5[CH2:25][CH2:26][CH2:27][CH2:28][CH2:29][CH2:30]5)[cH:36][cH:35]4)[CH2:19][CH2:20]3)[n:7][cH:8][n:9][c:10]2[cH:11][c:12]1[O:13][CH3:14]. Starting materials: ClC1=CC=C(CNC2=NC3=C(N2C)C=CC(=C3)N(C)C3=NC(=NC=C3)Cl)C=C1 (N2-(4-Chloro-benzyl)-N5-(2-chloro-pyrimidin-4-yl)-1,N5-dimethyl-1H-benzoimidazole-2,5-diamine), NC=1C=C(C=CC1)S(=O)(=O)N (3-amino-benzenesulfonamide). The product is Cl.ClC1=CC=C(CNC2=NC3=C(N2C)C=CC(=C3)N(C3=NC(=NC=C3)NC=3C=C(C=CC3)S(=O)(=O)N)C)C=C1 (3-(4-{[2-(4-Chloro-benzylamino)-1-methyl-1H-benzoimidazol-5-yl]-methyl-amino}-pyrimidin-2-ylamino)-benzenesulfonamide hydrochloride). Reaction SMILES: [Cl:1][C:2]1[CH:28]=[CH:27][C:5]([CH2:6][NH:7][C:8]2[N:12]([CH3:13])[C:11]3[CH:14]=[CH:15][C:16]([N:18]([C:20]4[CH:25]=[CH:24][N:23]=[C:22](Cl)[N:21]=4)[CH3:19])=[CH:17][C:10]=3[N:9]=2)=[CH:4][CH:3]=1.[NH2:29][C:30]1[CH:31]=[C:32]([S:36]([NH2:39])(=[O:38])=[O:37])[CH:33]=[CH:34][CH:35]=1>>[ClH:1].[Cl:1][C:2]1[CH:3]=[CH:4][C:5]([CH2:6][NH:7][C:8]2[N:12]([CH3:13])[C:11]3[CH:14]=[CH:15][C:16]([N:18]([CH3:19])[C:20]4[CH:25]=[CH:24][N:23]=[C:22]([NH:29][C:30]5[CH:31]=[C:32]([S:36]([NH2:39])(=[O:37])=[O:38])[CH:33]=[CH:34][CH:35]=5)[N:21]=4)=[CH:17][C:10]=3[N:9]=2)=[CH:27][CH:28]=1 |f:2.3|. Procedure details: The title compound was prepared following the procedure of example one with N2-(4-Chloro-benzyl)-N5-(2-chloro-pyrimidin-4-yl)-1,N5-dimethyl-1H-benzoimidazole-2,5-diamine (103 mg, 0.25 mmol) and 3-amino-benzenesulfonamide (43 mg, 0.25 mmol) as a white solid (68 mg, 470%). 1H NMR (300 MHz, d6-DMSO+NaHCO3) δ 9.89 (br s, 1H), 8.49 (s, 1H), 7.86 (d, J=6.3 Hz, 1H), 7.73 (m, 1H), 7.18-7.74 (m, 10H), 5.73 (d, J=6.3 Hz, 1H), 4.71 (d, J=5.7 Hz, 2H), 3.69 (s, 3H), 3.47 (s, 3H). MS (ESI) m/z=549 [M+H]+.